From a dataset of the Open Reaction Database (ORD), a public repository of structured organic reaction records. describe an organic reaction: reactants, conditions, products, and yield Starting materials: CCC(C)O, COC(=O)c1cc(O)cc(N2CCCC2=O)c1. Product: CCC(C)Oc1cc(C(=O)OC)cc(N2CCCC2=O)c1. As a reaction SMILES: [CH:1]([CH3:2])([CH2:3][CH3:4])[OH:5].[OH:6][c:7]1[cH:8][c:9]([C:10](=[O:11])[O:12][CH3:13])[cH:14][c:15]([N:17]2[C:18](=[O:22])[CH2:19][CH2:20][CH2:21]2)[cH:16]1>>[CH:1]([CH3:2])([CH2:3][CH3:4])[O:5][c:7]1[cH:8][c:9]([C:10](=[O:11])[O:12][CH3:13])[cH:14][c:15]([N:17]2[C:18](=[O:22])[CH2:19][CH2:20][CH2:21]2)[cH:16]1. Product: COc1cc([N+](=O)[O-])c(Cl)cc1C. RXN SMILES: [C:13](=[O:14])([O-:15])[O-:16].[CH3:19][I:20].[Cl:1][c:2]1[cH:3][c:4]([CH3:12])[c:5]([OH:11])[cH:6][c:7]1[N+:8](=[O:9])[O-:10].[K+:17].[K+:18].[O:34]=[CH:35][N:36]([CH3:37])[CH3:38].[OH:21][C:22]([CH2:23][C:24]([C:25](=[O:26])[OH:27])([CH2:28][C:29](=[O:30])[OH:31])[OH:32])=[O:33]>>[Cl:1][c:2]1[cH:3][c:4]([CH3:12])[c:5]([O:11][CH3:13])[cH:6][c:7]1[N+:8](=[O:9])[O-:10]. Starting materials: O=C([O-])[O-], CI, Cc1cc(Cl)c([N+](=O)[O-])cc1O, [K+], [K+], CN(C)C=O, O=C(O)CC(O)(CC(=O)O)C(=O)O.